This data is from the Open Reaction Database (ORD), a public repository of structured organic reaction records. The task is: describe an organic reaction: reactants, conditions, products, and yield Starting materials: Intermediate 1, C(=O)([O-])[O-].[K+].[K+] (K2CO3), OC=1C=C2CCCC(C2=CC1)=O (6-hydroxy-1-tetralone), ClC1=NC=C(C(=O)N)C=C1 (6-chloronicotinamide). The product is O=C1C=2C=CC(=CC2CCC1)OC1=NC=C(C(=O)N)C=C1 (6-(5-Oxo-5,6,7,8-tetrahydro-naphthalen-2-yloxy)-nicotinamide). Isolated yield 72.1%. As a reaction SMILES: [OH:1][C:2]1[CH:3]=[C:4]2[C:9](=[CH:10][CH:11]=1)[C:8](=[O:12])[CH2:7][CH2:6][CH2:5]2.Cl[C:14]1[CH:22]=[CH:21][C:17]([C:18]([NH2:20])=[O:19])=[CH:16][N:15]=1.C([O-])([O-])=O.[K+].[K+]>>[O:12]=[C:8]1[CH2:7][CH2:6][CH2:5][C:4]2[CH:3]=[C:2]([O:1][C:14]3[CH:22]=[CH:21][C:17]([C:18]([NH2:20])=[O:19])=[CH:16][N:15]=3)[CH:11]=[CH:10][C:9]1=2 |f:2.3.4|. Procedure: Using a method similar to Intermediate 1, using 6-hydroxy-1-tetralone (5.00 g, 30.8 mmol), 6-chloronicotinamide (4.38 g, 28.0 mmol) and K2CO3 (5.81 g, 42.0 mmol) gives the little compound (5.7 g) as a yellow solid. Mass spectrum (ion spray): m/z=283 (M+1); 1HNMR (DMSO-d6): 8.63 (s, 1H), 8.29 (d, 1H), 8.06 (s, 1H), 7.90 (d, 1H), 7.51 (s, 1H), 7.16 (d, 1H), 7.12 (s, 1H), 7.09 (d, 1H), 2.92 (t, 2H), 2.58 (t, 2H), 2.03 (m, 2H). The reactants are COC(=O)C1(c2ccccc2)CCN(CCC2(c3ccc(Cl)c(Cl)c3)CCN(C(=O)c3cc(OC)c(OC)c(OC)c3)C2)CC1, CCO, Cl, [Na+], [OH-]. Product: COc1cc(C(=O)N2CCC(CCN3CCC(C(=O)O)(c4ccccc4)CC3)(c3ccc(Cl)c(Cl)c3)C2)cc(OC)c1OC. As a reaction SMILES: [CH3:1][O:2][C:3](=[O:4])[C:5]1([c:40]2[cH:41][cH:42][cH:43][cH:44][cH:45]2)[CH2:6][CH2:7][N:8]([CH2:11][CH2:12][C:13]2([c:32]3[cH:33][c:34]([Cl:39])[c:35]([Cl:38])[cH:36][cH:37]3)[CH2:14][N:15]([C:18]([c:19]3[cH:20][c:21]([O:29][CH3:30])[c:22]([O:27][CH3:28])[c:23]([O:25][CH3:26])[cH:24]3)=[O:31])[CH2:16][CH2:17]2)[CH2:9][CH2:10]1.[CH3:49][CH2:50][OH:51].[ClH:48].[Na+:47].[OH-:46]>>[O:2]=[C:3]([OH:4])[C:5]1([c:40]2[cH:41][cH:42][cH:43][cH:44][cH:45]2)[CH2:6][CH2:7][N:8]([CH2:11][CH2:12][C:13]2([c:32]3[cH:33][c:34]([Cl:39])[c:35]([Cl:38])[cH:36][cH:37]3)[CH2:14][N:15]([C:18]([c:19]3[cH:20][c:21]([O:29][CH3:30])[c:22]([O:27][CH3:28])[c:23]([O:25][CH3:26])[cH:24]3)=[O:31])[CH2:16][CH2:17]2)[CH2:9][CH2:10]1. The reactants are FC=1C=C(C=CC1F)[N+](=O)[O-] (3,4-difluoronitrobenzene), [OH-].[NH4+] (ammonium hydroxide). Run in O (water). Reaction conditions: time 15 minute. The product is FC1=C(N)C=CC(=C1)[N+](=O)[O-] (2-Fluoro-4-nitroaniline). Isolated yield 90.0%. Reaction SMILES: [F:1][C:2]1[CH:3]=[C:4]([N+:9]([O-:11])=[O:10])[CH:5]=[CH:6][C:7]=1F.[OH-].[NH4+:13]>O>[F:1][C:2]1[CH:3]=[C:4]([N+:9]([O-:11])=[O:10])[CH:5]=[CH:6][C:7]=1[NH2:13] |f:1.2|. Procedure details: A stirred solution of 3,4-difluoronitrobenzene (2.00 g, 12.57 mmol) in ammonium hydroxide (20 ml, 28% in water) was heated at 150° C. in a sealed flask for 3.5 hrs. The mixture was cooled to room temperature, and the resulting suspension was diluted in water, shaken for 15 min, the solid was isolated by filtration, rinsed with water, air-dried, and dried under high vacuum to afford title compound 337 (1.76 g, 90% yield) as a yellow crystalline solid. MS (m/z): 157.0 (M+H)+ and 179.0 (M+Na)+. Starting materials: CC(C)(C)OC(=O)Nc1ccc(OC(F)(F)F)cc1C(=O)NCC(=O)NCC1CCNCC1, CC(C)(C)OC(=O)Nc1ccc(C(F)(F)F)cc1C(=O)NCC(=O)NCC1CCNCC1, Nc1cc(F)c(F)cc1C(=O)NCC(=O)NCC1CCNCC1. The product is Nc1ccc(C(F)(F)F)cc1C(=O)NCC(=O)NCC1CCNCC1. Reaction SMILES: [C:24]([O:25][C:26]([NH:27][c:28]1[cH:29][cH:30][c:31]([O:32][C:33]([F:34])([F:35])[F:36])[cH:37][c:38]1[C:39]([NH:40][CH2:41][C:42]([NH:43][CH2:44][CH:45]1[CH2:46][CH2:47][NH:48][CH2:49][CH2:50]1)=[O:51])=[O:52])=[O:53])([CH3:54])([CH3:55])[CH3:56].[C:57]([O:58][C:59](=[O:60])[NH:64][c:65]1[c:66]([C:67](=[O:68])[NH:69][CH2:70][C:71](=[O:72])[NH:73][CH2:74][CH:75]2[CH2:76][CH2:77][NH:78][CH2:79][CH2:80]2)[cH:81][c:82]([C:85]([F:86])([F:87])[F:88])[cH:83][cH:84]1)([CH3:61])([CH3:62])[CH3:63].[NH2:1][c:2]1[cH:3][c:4]([F:5])[c:6]([F:7])[cH:8][c:9]1[C:10]([NH:11][CH2:12][C:13]([NH:14][CH2:15][CH:16]1[CH2:17][CH2:18][NH:19][CH2:20][CH2:21]1)=[O:22])=[O:23]>>[NH2:64][c:65]1[c:66]([C:67](=[O:68])[NH:69][CH2:70][C:71](=[O:72])[NH:73][CH2:74][CH:75]2[CH2:76][CH2:77][NH:78][CH2:79][CH2:80]2)[cH:81][c:82]([C:85]([F:86])([F:87])[F:88])[cH:83][cH:84]1. Reactants: Amidine, C=1(C(=CC=CC1)C#N)C (toluonitrile), C(CC)C1=C(N)C=CC=C1 (2-n-propylaniline), C(CCC)[Li] (butyllithium). Yields the product C(CC)C1=C(C=CC=C1)NC(C1=CC=C(C=C1)C)=N (N1-(2-n-propylphenyl)-4-methylbenzamidine). As a reaction SMILES: [CH2:1]([C:4]1[CH:10]=[CH:9][CH:8]=[CH:7][C:5]=1[NH2:6])[CH2:2][CH3:3].[CH2:11]([Li])CCC.[C:16]1(C)[C:17]([C:22]#[N:23])=[CH:18][CH:19]=[CH:20][CH:21]=1>>[CH2:1]([C:4]1[CH:10]=[CH:9][CH:8]=[CH:7][C:5]=1[NH:6][C:22](=[NH:23])[C:17]1[CH:16]=[CH:21][C:20]([CH3:11])=[CH:19][CH:18]=1)[CH2:2][CH3:3]. Reported procedure: Procedure as described for Amidine X using the following amounts: 6.00 mL of 2-n-propylaniline (42.6 mmol); 21.3 mL of 2.0 M butyllithium (42.6 mmol); 5.00 g of toluonitrile (42.6 mmol). Filtration of the final pentane solution yielded 9.53 g (89%) of light yellow solid. 1H NMR (400 MHz, CDCl3): 7.76 (d, 2H), 7.22 (m, 3H), 7.15 (t, 1H), 6.99 (t, 1 H), 6.84 (d, 1 H), 4.69 (s, 2H), 2.51 (t, 2H), 2.39 (s, 3H), 1.58 (m, 2H), 0.90 (t, 3H). Reactants: C=1(C(=CC=CC1)S(=O)(=O)Cl)C1=CC=CC=C1 (2-biphenylsulphonyl chloride), NC=1N=NC(=CC1)Cl (3-amino-6-chloropyridazine). Solvent: N1=CC=CC=C1 (pyridine). Conditions: time 20 minute. Product: C1(=CC=CC=C1)C1=C(C=CC=C1)S(=O)(=O)NC=1N=NC(=CC1)Cl (2-phenyl-N-(6-chloro-3-pyridazinyl)benzenesulphonamide). Yield: 18.9%. As a reaction SMILES: [C:1]1([C:11]2[CH:16]=[CH:15][CH:14]=[CH:13][CH:12]=2)[C:2]([S:7](Cl)(=[O:9])=[O:8])=[CH:3][CH:4]=[CH:5][CH:6]=1.[NH2:17][C:18]1[N:19]=[N:20][C:21]([Cl:24])=[CH:22][CH:23]=1>N1C=CC=CC=1>[C:11]1([C:1]2[CH:6]=[CH:5][CH:4]=[CH:3][C:2]=2[S:7]([NH:17][C:18]2[N:19]=[N:20][C:21]([Cl:24])=[CH:22][CH:23]=2)(=[O:9])=[O:8])[CH:16]=[CH:15][CH:14]=[CH:13][CH:12]=1. Procedure details: A solution of 2-biphenylsulphonyl chloride (0.31 g), 3-amino-6-chloropyridazine (0.5 g) in pyridine (5 ml) was stirred for 18 hours. Volatile material was removed by evaporation and 1M sodium hydroxide solution (4 ml) and methanol (10 ml) were added. The reaction mixture was stirred on a steam bath for 20 minutes and, after cooling, volatile material was again removed by evaporation. The residue was dissolved in water (100 ml) and acidified with concentrated hydrochloric acid to pH 1-2 and extra... Reactants: BrC1=CC=C(C=C1)[C@H](C)N ((S)-1-(4-Bromophenyl)ethanamine), C1(CC1)CC(C=C)=O (1-cyclopropylbut-3-en-2-one). Run in CO (methanol). Reaction conditions: temperature 80 celsius, time 10 minute. Product: BrC1=CC=C(C=C1)[C@H](C)NCCC(CC1CC1)=O (4-[(S)-1-(4-bromo-phenyl)-ethylamino]-1-cyclopropyl-butan-2-one). As a reaction SMILES: [Br:1][C:2]1[CH:7]=[CH:6][C:5]([C@@H:8]([NH2:10])[CH3:9])=[CH:4][CH:3]=1.[CH:11]1([CH2:14][C:15](=[O:18])[CH:16]=[CH2:17])[CH2:13][CH2:12]1>CO>[Br:1][C:2]1[CH:7]=[CH:6][C:5]([C@@H:8]([NH:10][CH2:17][CH2:16][C:15](=[O:18])[CH2:14][CH:11]2[CH2:13][CH2:12]2)[CH3:9])=[CH:4][CH:3]=1. Reported procedure: (S)-1-(4-Bromophenyl)ethanamine (3.33 g) was added to a solution of 1-cyclopropylbut-3-en-2-one (3.07 g) in methanol (10 mL). The mixture was heated to 80° C. and stirred at this temperature for 10 min. After cooling to room temperature, the mixture was concentrated to give the crude title compound which was used without further purification. Yield: 5.20 g (crude). Reactants: CC(=O)Oc1ccc(C(=O)N2CCn3nc(-c4ccc(F)cc4)c(-c4ccncc4)c3N2)cc1, O=C([O-])[O-], CO, [Cl-], [K+], [K+], [NH4+]. The product is O=C(c1ccc(O)cc1)N1CCn2nc(-c3ccc(F)cc3)c(-c3ccncc3)c2N1. Reaction SMILES: [C:1](=[O:2])([CH3:3])[O:4][c:5]1[cH:6][cH:7][c:8]([C:9](=[O:10])[N:11]2[NH:12][c:13]3[n:14]([n:17][c:18](-[c:26]4[cH:27][cH:28][c:29]([F:32])[cH:30][cH:31]4)[c:19]3-[c:20]3[cH:21][cH:22][n:23][cH:24][cH:25]3)[CH2:15][CH2:16]2)[cH:33][cH:34]1.[C:35](=[O:36])([O-:37])[O-:38].[CH3:43][OH:44].[Cl-:41].[K+:39].[K+:40].[NH4+:42]>>[OH:4][c:5]1[cH:6][cH:7][c:8]([C:9](=[O:10])[N:11]2[NH:12][c:13]3[n:14]([n:17][c:18](-[c:26]4[cH:27][cH:28][c:29]([F:32])[cH:30][cH:31]4)[c:19]3-[c:20]3[cH:21][cH:22][n:23][cH:24][cH:25]3)[CH2:15][CH2:16]2)[cH:33][cH:34]1. Starting materials: C(C)SC(C(=O)CC(=O)OCC)(C)C (ethyl (2-ethylthio-2-methylpropionyl)acetate), COC1=C(N)C=C(C=C1)[N+](=O)[O-] (2-methoxy-5-nitroaniline). Conditions: temperature 150 celsius, time 4 hour. Product: COC1=C(NC(CC(C(C)(C)SCC)=O)=O)C=C(C=C1)[N+](=O)[O-] (2'-Methoxy-5'-nitro-(2-ethylthio-2-methylpropionyl)-acetanilide). Isolated yield 85.0%. As a reaction SMILES: [CH2:1]([S:3][C:4]([CH3:14])([CH3:13])[C:5]([CH2:7][C:8]([O:10]CC)=O)=[O:6])[CH3:2].[CH3:15][O:16][C:17]1[CH:23]=[CH:22][C:21]([N+:24]([O-:26])=[O:25])=[CH:20][C:18]=1[NH2:19]>>[CH3:15][O:16][C:17]1[CH:23]=[CH:22][C:21]([N+:24]([O-:26])=[O:25])=[CH:20][C:18]=1[NH:19][C:8](=[O:10])[CH2:7][C:5](=[O:6])[C:4]([S:3][CH2:1][CH3:2])([CH3:13])[CH3:14]. Procedure details: A mixture of 21.8 g of ethyl (2-ethylthio-2-methylpropionyl)acetate obtained in Step 1 of Synthesis Example 1 and 16.8 g of 2-methoxy-5-nitroaniline was stirred in an oil bath at 150° C for four hours under a reduced pressure of 50 to 100 mmHg. The reaction mixture was recrystallized from acetonitrile to obtain 29 g (yield 85%) of Coupler (7) having a melting point of 138° to 140° C.